This data is from the Open Reaction Database (ORD), a public repository of structured organic reaction records. The task is: describe an organic reaction: reactants, conditions, products, and yield The reactants are CO, O=C(O)c1cc(-c2ccc(F)cc2F)cc(I)c1O, O=S(Cl)Cl. Yields the product COC(=O)c1cc(-c2ccc(F)cc2F)cc(I)c1O. Reaction SMILES: [CH3:24][OH:25].[F:5][c:6]1[c:7](-[c:13]2[cH:14][c:15]([I:23])[c:16]([OH:22])[c:17]([C:18](=[O:19])[OH:20])[cH:21]2)[cH:8][cH:9][c:10]([F:12])[cH:11]1.[S:1]([Cl:2])([Cl:3])=[O:4]>>[F:5][c:6]1[c:7](-[c:13]2[cH:14][c:15]([I:23])[c:16]([OH:22])[c:17]([C:18](=[O:19])[O:20][CH3:24])[cH:21]2)[cH:8][cH:9][c:10]([F:12])[cH:11]1. The reactants are CC1=CC=C2NC=C(CCN)C2=C1 (5-metyltryptamine), solution, [N+](=O)([O-])C1=C(C=CC(=C1)[N+](=O)[O-])F (2,4-dinitrofluorobenzene), C([O-])(O)=O.[Na+] (sodium bicarbonate). Run in O (water), C(C)O (ethanol). Conditions: time 2 hour. The product is [N+](=O)([O-])C1=C(C=CC(=C1)[N+](=O)[O-])NCCC1=CNC2=CC=C(C=C12)C (N-(2,4-dinitrophenyl)-5-methyltryptamine). The yield is 85.0%. RXN SMILES: [CH3:1][C:2]1[CH:13]=[C:12]2[C:5]([NH:6][CH:7]=[C:8]2[CH2:9][CH2:10][NH2:11])=[CH:4][CH:3]=1.C(=O)(O)[O-].[Na+].[N+:19]([C:22]1[CH:27]=[C:26]([N+:28]([O-:30])=[O:29])[CH:25]=[CH:24][C:23]=1F)([O-:21])=[O:20]>O.C(O)C>[N+:19]([C:22]1[CH:27]=[C:26]([N+:28]([O-:30])=[O:29])[CH:25]=[CH:24][C:23]=1[NH:11][CH2:10][CH2:9][C:8]1[C:12]2[C:5](=[CH:4][CH:3]=[C:2]([CH3:1])[CH:13]=2)[NH:6][CH:7]=1)([O-:21])=[O:20] |f:1.2|. Procedure: 1 mMole of 5-metyltryptamine was dissolved in 100 ml of water and the pH was adjusted to pH 8.3 with 2.5 moles of sodium bicarbonate (NaHCO3), A 1.5% solution of 2,4-dinitrofluorobenzene in 200 ml ethanol was added and the mixture was stirred during 2 hours at room temperature. The desired product precipitates out, it is washed and dried. The product is obtained in 85% yield, and TLC (chloroform, silica-gel plates, reveals one yellow spot (Rf=0.8) which is well resolved from the starting materia... Starting materials: C[Si](CCOCN1N=CC(=C1)C1=CC=C(N=N1)NN)(C)C ({6-[1-(2-trimethylsilanyl-ethoxymethyl)-1H-pyrazol-4-yl]-pyridazin-3-yl}-hydrazine), C(=O)([O-])[O-].[K+].[K+] (K2CO3), C(=S)=S (CS2). Product: C[Si](CCOCN1N=CC(=C1)C=1C=CC=2N(N1)C(=NN2)S)(C)C (6-[1-(2-Trimethylsilanyl-ethoxymethyl)-1H-pyrazol-4-yl]-[1,2,4]triazolo[4,3-b]pyridazine-3-thiol). Procedure: To a solution of {6-[1-(2-trimethylsilanyl-ethoxymethyl)-1H-pyrazol-4-yl]-pyridazin-3-yl}-hydrazine (490 mg, 1.6 mmol) in ethanol (6.5 mL) and water (1.8 mL) was added K2CO3 (359 mg, 2.6 mmol), followed by CS2 (0.212 mL, 3.5 mmol). The mixture was stirred and heated at 80° C. for 3 h under nitrogen atmosphere. The mixture was cooled to room temperature and concentrated to 50% volume in vacuo and acidified to pH 1 with 1 N aqueous HCl. The resulting precipitate was collected, washed with water, a... Run at temperature 80 celsius. RXN SMILES: [CH3:1][Si:2]([CH3:21])([CH3:20])[CH2:3][CH2:4][O:5][CH2:6][N:7]1[CH:11]=[C:10]([C:12]2[N:17]=[N:16][C:15]([NH:18][NH2:19])=[CH:14][CH:13]=2)[CH:9]=[N:8]1.C([O-])([O-])=O.[K+].[K+].[C:28](=S)=[S:29]>C(O)C.O>[CH3:1][Si:2]([CH3:21])([CH3:20])[CH2:3][CH2:4][O:5][CH2:6][N:7]1[CH:11]=[C:10]([C:12]2[CH:13]=[CH:14][C:15]3[N:16]([C:28]([SH:29])=[N:19][N:18]=3)[N:17]=2)[CH:9]=[N:8]1 |f:1.2.3|. Solvent: C(C)O (ethanol), O (water). Starting materials: CC1=CC=C(O1)C(=O)CN1C(C(CN(C2=C1C=C(C=C2)C)C(C(C)(C)C)=O)NC(=O)NC2=CC(=CC=C2)C(=O)OCC)=O (1-[1-(5-Methylfuran-2-yl)carbonylmethyl-2-oxo-5-pivaloyl-8-methyl-1,3,4,5-tetrahydro-2H-1,5-benzodiazepin-3-yl]-3-(3-ethoxycarbonylphenyl)urea), O.[OH-].[Li+] (lithium hydroxide monohydrate), solution. Solvent: O1CCCC1 (tetrahydrofuran), CO (methanol). Reaction conditions: time 14 hour. The product is CC1=CC=C(O1)C(=O)CN1C(C(CN(C2=C1C=C(C=C2)C)C(C(C)(C)C)=O)NC(NC=2C=C(C(=O)O)C=CC2)=O)=O (3-[3-[1-(5-methylfuran-2-yl)carbonylmethyl-2-oxo-5-pivaloyl-8-methyl-1,3,4,5-tetrahydro-2H-1,5-benzodiazepin-3-yl]ureido]benzoic acid). Isolated yield 58.0%. RXN SMILES: [CH3:1][C:2]1[O:6][C:5]([C:7]([CH2:9][N:10]2[C:16]3[CH:17]=[C:18]([CH3:21])[CH:19]=[CH:20][C:15]=3[N:14]([C:22](=[O:27])[C:23]([CH3:26])([CH3:25])[CH3:24])[CH2:13][CH:12]([NH:28][C:29]([NH:31][C:32]3[CH:37]=[CH:36][CH:35]=[C:34]([C:38]([O:40]CC)=[O:39])[CH:33]=3)=[O:30])[C:11]2=[O:43])=[O:8])=[CH:4][CH:3]=1.O.[OH-].[Li+]>O1CCCC1.CO>[CH3:1][C:2]1[O:6][C:5]([C:7]([CH2:9][N:10]2[C:16]3[CH:17]=[C:18]([CH3:21])[CH:19]=[CH:20][C:15]=3[N:14]([C:22](=[O:27])[C:23]([CH3:26])([CH3:25])[CH3:24])[CH2:13][CH:12]([NH:28][C:29](=[O:30])[NH:31][C:32]3[CH:33]=[C:34]([CH:35]=[CH:36][CH:37]=3)[C:38]([OH:40])=[O:39])[C:11]2=[O:43])=[O:8])=[CH:4][CH:3]=1 |f:1.2.3|. Procedure details: 1-[1-(5-Methylfuran-2-yl)carbonylmethyl-2-oxo-5-pivaloyl-8-methyl-1,3,4,5-tetrahydro-2H-1,5-benzodiazepin-3-yl]-3-(3-ethoxycarbonylphenyl)urea (0.80 g) was dissolved in the mixed solvent of tetrahydrofuran (10 ml) and methanol (10 ml), aqueous lithium hydroxide monohydrate (0.29 g) solution (10 ml) was added, the mixture was stirred at room temperature for 14 hours. The reaction mixture was concentrated under reduced pressure, the residue was weakly acidified with 1N hydrochloric acid and extrac... The reactants are CC1=NC2=C(N1C1CC3CCC(C1)N3CCC3(CCNCC3)C3=CC=CC=C3)C=CC=C2 (2-methyl-1-{8-[2-(4-phenylpiperidin-4-yl)ethyl]-8-azabicyclo[3.2.1]-oct-3-yl}-1H-benzimidazole), CCN=C=NCCCN(C)C (EDCI), CC(C(=O)N)(C)C (trimethylacetamide), [H-].[Na+] (sodium hydride), ClC1=CC=C(C=C1)N=C=S (4-chlorophenylisothiocyanate). The reagents and catalysts are CN(C)C=1C=CN=CC1 (DMAP). Solvent: CN(C)C=O (DMF). Reaction conditions: time 5 minute. The product is ClC1=CC=C(C=C1)N/C(=N\C(C(C)(C)C)=O)/N1CCC(CC1)(C1=CC=CC=C1)CCN1C2CC(CC1CC2)N2C(=NC1=C2C=CC=C1)C (N-[(1E)-[(4-chlorophenyl)amino](4-{2-[3-(2-methyl-1H-benzimidazol-1-yl)-8-azabicyclo[3.2.1]oct-8-yl]ethyl}-4-phenylpiperidin-1-yl) methylidene]-2,2-dimethylpropanamide). Isolated yield 37.6%. As a reaction SMILES: [CH3:1][C:2]([CH3:7])([CH3:6])[C:3]([NH2:5])=[O:4].[H-].[Na+].[Cl:10][C:11]1[CH:16]=[CH:15][C:14]([N:17]=[C:18]=S)=[CH:13][CH:12]=1.[CH3:20][C:21]1[N:25]([CH:26]2[CH2:32][CH:31]3[N:33]([CH2:34][CH2:35][C:36]4([C:42]5[CH:47]=[CH:46][CH:45]=[CH:44][CH:43]=5)[CH2:41][CH2:40][NH:39][CH2:38][CH2:37]4)[CH:28]([CH2:29][CH2:30]3)[CH2:27]2)[C:24]2[CH:48]=[CH:49][CH:50]=[CH:51][C:23]=2[N:22]=1.CCN=C=NCCCN(C)C>CN(C=O)C.CN(C1C=CN=CC=1)C>[Cl:10][C:11]1[CH:16]=[CH:15][C:14]([NH:17]/[C:18](/[N:39]2[CH2:38][CH2:37][C:36]([CH2:35][CH2:34][N:33]3[CH:28]4[CH2:29][CH2:30][CH:31]3[CH2:32][CH:26]([N:25]3[C:24]5[CH:48]=[CH:49][CH:50]=[CH:51][C:23]=5[N:22]=[C:21]3[CH3:20])[CH2:27]4)([C:42]3[CH:43]=[CH:44][CH:45]=[CH:46][CH:47]=3)[CH2:41][CH2:40]2)=[N:5]\[C:3](=[O:4])[C:2]([CH3:7])([CH3:6])[CH3:1])=[CH:13][CH:12]=1 |f:1.2|. Procedure details: To a solution of trimethylacetamide (10 mg, 0.1 mmol) in DMF (0.5 mL) was added sodium hydride (60%, 5.2 mg, 0.13 mmol). After stirring for 5 minutes, 4-chlorophenylisothiocyanate (17 mg, 0.1 mmol) was added. The reaction mixture was stirred at 60° C. for one hour before being cooled down to room temperature. To this reaction mixture was then added 2-methyl-1-{8-[2-(4-phenylpiperidin-4-yl)ethyl]-8-azabicyclo[3.2.1]-oct-3-yl}-1H-benzimidazole (35 mg, 0.08 mmol), EDCI (19 mg, 0.1 mmol) and a catal...